Dataset: the Open Reaction Database (ORD), a public repository of structured organic reaction records. Task: describe an organic reaction: reactants, conditions, products, and yield The reactants are F[C@@H]1[C@@H](CN(C1)CCC1=C(C=NC2=CC=C(N=C12)OC)F)CN ((±)-[(cis-4-fluoro-1-{2-[3-fluoro-6-(methyloxy)-1,5-naphthyridin-4-yl]ethyl}-3-pyrrolidinyl)methyl]amine), O=C1CSC2=C(N1)N=C(C=C2)C=O (3-oxo-3,4-dihydro-2H-pyrido[1,4]thiazine-6-carboxaldehyde), [BH-](OC(=O)C)(OC(=O)C)OC(=O)C.[Na+] (NaBH(OAc)3). Run in C(Cl)Cl (CH2Cl2), CCO (EtOH). Run at time 24 hour. Product: F[C@@H]1[C@@H](CN(C1)CCC1=C(C=NC2=CC=C(N=C12)OC)F)CNCC=1C=CC=2SCC(NC2N1)=O ((±)-6-({[(cis-4-fluoro-1-{2-[3-fluoro-6-(methyloxy)-1,5-naphthyridin-4-yl]ethyl}-3-pyrrolidinyl)methyl]amino}methyl)-2H-pyrido[3,2-b][1,4]thiazin-3(4H)-one). The yield is 43.4%. Reaction SMILES: [F:1][C@H:2]1[CH2:6][N:5]([CH2:7][CH2:8][C:9]2[C:18]3[C:13](=[CH:14][CH:15]=[C:16]([O:19][CH3:20])[N:17]=3)[N:12]=[CH:11][C:10]=2[F:21])[CH2:4][C@H:3]1[CH2:22][NH2:23].[O:24]=[C:25]1[NH:30][C:29]2[N:31]=[C:32]([CH:35]=O)[CH:33]=[CH:34][C:28]=2[S:27][CH2:26]1.[BH-](OC(C)=O)(OC(C)=O)OC(C)=O.[Na+]>C(Cl)Cl.CCO>[F:1][C@H:2]1[CH2:6][N:5]([CH2:7][CH2:8][C:9]2[C:18]3[C:13](=[CH:14][CH:15]=[C:16]([O:19][CH3:20])[N:17]=3)[N:12]=[CH:11][C:10]=2[F:21])[CH2:4][C@H:3]1[CH2:22][NH:23][CH2:35][C:32]1[CH:33]=[CH:34][C:28]2[S:27][CH2:26][C:25](=[O:24])[NH:30][C:29]=2[N:31]=1 |f:2.3|. Procedure details: To a stirred solution of (±)-[(cis-4-fluoro-1-{2-[3-fluoro-6-(methyloxy)-1,5-naphthyridin-4-yl]ethyl}-3-pyrrolidinyl)methyl]amine (0.15 g, 0.46 mmole) in dry CH2Cl2 (25 mL) and dry EtOH (10 mL) at RT was added 3-oxo-3,4-dihydro-2H-pyrido[1,4]thiazine-6-carboxaldehyde (0.077 g, 0.46 mmole). After 24 h, at RT was added NaBH(OAc)3 (0.15 g, 0.69 mmole). After 2 h, the reaction solution was concentrated under vacuum and purified on silica (CHCl3/MeOH, 9:1 containing 5% NH4OH) to afford the title comp... Reactants: CN(c1ccccc1)c1cccc2ccccc12, CC(=O)[O-], [Na+], CN(C)C=O, O, O=P(Cl)(Cl)Cl. Product: CN(c1ccccc1)c1ccc(C=O)c2ccccc12. As a reaction SMILES: [CH3:11][N:12]([c:13]1[cH:14][cH:15][cH:16][cH:17][cH:18]1)[c:19]1[cH:20][cH:21][cH:22][c:23]2[cH:24][cH:25][cH:26][cH:27][c:28]12.[CH3:30][C:31](=[O:32])[O-:33].[Na+:29].[O:6]=[CH:7][N:8]([CH3:9])[CH3:10].[OH2:34].[P:1]([Cl:2])([Cl:3])([Cl:4])=[O:5]>>[O:6]=[CH:7][c:22]1[cH:21][cH:20][c:19]([N:12]([CH3:11])[c:13]2[cH:14][cH:15][cH:16][cH:17][cH:18]2)[c:28]2[c:23]1[cH:24][cH:25][cH:26][cH:27]2. Reactants: CCCC[Sn](CCCC)(CCCC)c1nccs1, Cc1ccccc1, CCn1c(=O)c(Br)cc2c(C)nc(N)nc21, c1ccc(P(c2ccccc2)(c2ccccc2)[Pd](P(c2ccccc2)(c2ccccc2)c2ccccc2)(P(c2ccccc2)(c2ccccc2)c2ccccc2)P(c2ccccc2)(c2ccccc2)c2ccccc2)cc1. The product is CCn1c(=O)c(-c2nccs2)cc2c(C)nc(N)nc21. RXN SMILES: [CH2:17]([Sn:18]([CH2:19][CH2:20][CH2:21][CH3:27])([c:22]1[s:23][cH:24][cH:25][n:26]1)[CH2:28][CH2:29][CH2:30][CH3:31])[CH2:32][CH2:33][CH3:34].[CH3:35][c:36]1[cH:37][cH:38][cH:39][cH:40][cH:41]1.[NH2:1][c:2]1[n:3][c:4]([CH3:16])[c:5]2[c:6]([n:7]1)[n:8]([CH2:14][CH3:15])[c:9](=[O:13])[c:10]([Br:12])[cH:11]2.[cH:42]1[cH:43][cH:44][c:45]([P:46]([Pd:47]([P:48]([c:49]2[cH:50][cH:51][cH:52][cH:53][cH:54]2)([c:55]2[cH:56][cH:57][cH:58][cH:59][cH:60]2)[c:61]2[cH:62][cH:63][cH:64][cH:65][cH:66]2)([P:67]([c:68]2[cH:69][cH:70][cH:71][cH:72][cH:73]2)([c:74]2[cH:75][cH:76][cH:77][cH:78][cH:79]2)[c:80]2[cH:81][cH:82][cH:83][cH:84][cH:85]2)[P:86]([c:87]2[cH:88][cH:89][cH:90][cH:91][cH:92]2)([c:93]2[cH:94][cH:95][cH:96][cH:97][cH:98]2)[c:99]2[cH:100][cH:101][cH:102][cH:103][cH:104]2)([c:105]2[cH:106][cH:107][cH:108][cH:109][cH:110]2)[c:111]2[cH:112][cH:113][cH:114][cH:115][cH:116]2)[cH:117][cH:118]1>>[NH2:1][c:2]1[n:3][c:4]([CH3:16])[c:5]2[c:6]([n:7]1)[n:8]([CH2:14][CH3:15])[c:9](=[O:13])[c:10](-[c:22]1[s:23][cH:24][cH:25][n:26]1)[cH:11]2.